describe an organic reaction: reactants, conditions, products, and yield From a dataset of the Open Reaction Database (ORD), a public repository of structured organic reaction records. Starting materials: O (water), P(=O)(Cl)(Cl)Cl (phosphorus oxychloride), Cl.N1=CNC2=C1CCC(C2)C(=O)N2CCCC2 (N-[(4,5,6,7-tetrahydrobenzimidazol-5-yl)carbonyl]pyrrolidine hydrochloride), CN1C=CC2=CC=CC=C12 (N-methylindole), P(=O)(Cl)(Cl)Cl (phosphorus oxychloride). Solvent: C(CCl)Cl (ethylene chloride). Reaction conditions: time 7 hour. The product is CN1C=C(C2=CC=CC=C12)C(=O)C1CC2=C(N=CN2)CC1 (5-[(1-methylindol-3-yl)carbonyl]-4,5,6,7-tetrahydrobenzimidazole). The yield is 89.9%. Reaction SMILES: Cl.[N:2]1[C:6]2[CH2:7][CH2:8][CH:9]([C:11](N3CCCC3)=[O:12])[CH2:10][C:5]=2[NH:4][CH:3]=1.[CH3:18][N:19]1[C:27]2[C:22](=[CH:23][CH:24]=[CH:25][CH:26]=2)[CH:21]=[CH:20]1.P(Cl)(Cl)(Cl)=O.O>C(Cl)CCl>[CH3:18][N:19]1[C:27]2[C:22](=[CH:23][CH:24]=[CH:25][CH:26]=2)[C:21]([C:11]([CH:9]2[CH2:8][CH2:7][C:6]3[N:2]=[CH:3][NH:4][C:5]=3[CH2:10]2)=[O:12])=[CH:20]1 |f:0.1|. Procedure: In a suspension of 7.0 g of N-[(4,5,6,7-tetrahydrobenzimidazol-5-yl)carbonyl]pyrrolidine hydrochloride and 5.4 g of N-methylindole in 70 ml of ethylene chloride was added 12.6 g of phosphorus oxychloride, and the mixture was stirred at 80° to 85° C. for 7 hours. After allowing the mixture to cool, the mixture was cooled to 0° to 5° C., and 70 ml of cold water was slowly added to the reaction mixture while maintaining the temperature of the mixture below room temperature to thereby decompose the ... Starting materials: CCO, CCCCC, C=C(C)COCC(F)(F)F, O. Yields the product CC(C)=COCC(F)(F)F. RXN SMILES: [CH2:12]([OH:13])[CH3:14].[CH3:15][CH2:16][CH2:17][CH2:18][CH3:19].[CH3:1][C:2]([CH2:3][O:4][CH2:5][C:6]([F:7])([F:8])[F:9])=[CH2:10].[OH2:11]>>[CH3:1][C:2](=[CH:3][O:4][CH2:5][C:6]([F:7])([F:8])[F:9])[CH3:10]. Reactants: O=C(n1ccnc1)n1ccnc1, CCCNCCC, O=C(O)Cn1c(-c2ccc([N+](=O)[O-])cc2)nc2cccnc21, C1CCOC1. Yields the product CCCN(CCC)C(=O)Cn1c(-c2ccc([N+](=O)[O-])cc2)nc2cccnc21. Reaction SMILES: [C:23]([n:24]1[cH:25][cH:26][n:27][cH:28]1)([n:29]1[cH:30][cH:31][n:32][cH:33]1)=[O:34].[CH2:35]([CH2:36][CH3:37])[NH:38][CH2:39][CH2:40][CH3:41].[N+:1](=[O:2])([O-:3])[c:4]1[cH:5][cH:6][c:7](-[c:10]2[n:11][c:12]3[c:13]([n:14][cH:15][cH:16][cH:17]3)[n:18]2[CH2:19][C:20](=[O:21])[OH:22])[cH:8][cH:9]1.[O:42]1[CH2:43][CH2:44][CH2:45][CH2:46]1>>[N+:1](=[O:2])([O-:3])[c:4]1[cH:5][cH:6][c:7](-[c:10]2[n:11][c:12]3[c:13]([n:14][cH:15][cH:16][cH:17]3)[n:18]2[CH2:19][C:20](=[O:22])[N:38]([CH2:35][CH2:36][CH3:37])[CH2:39][CH2:40][CH3:41])[cH:8][cH:9]1. Starting materials: OB(O)c1ccccc1 (effective_coupling_partner), COc2nc(OC)nc(Oc1cccnc1)n2 (substrate). The reagents and catalysts are dppf. Conditions: temperature 110 celsius, time 24 hour. Yields the product c2ccc(c1cccnc1)cc2.